Dataset: the Open Reaction Database (ORD), a public repository of structured organic reaction records. Task: describe an organic reaction: reactants, conditions, products, and yield Starting materials: Cl.CC(CC1=CC=CC=C1)(C)N (α,α-Dimethylphenethylamine hydrochloride), [N+](=O)(O)[O-] (Nitric acid). The solvent is S(O)(O)(=O)=O (sulfuric acid). Conditions: temperature -10 celsius. Product: CC(CC1=CC=C(C=C1)[N+](=O)[O-])(C)N (1,1-dimethyl-2-(4-nitro-phenyl)-ethylamine). RXN SMILES: Cl.[CH3:2][C:3]([NH2:12])([CH3:11])[CH2:4][C:5]1[CH:10]=[CH:9][CH:8]=[CH:7][CH:6]=1.[N+:13]([O-])([OH:15])=[O:14]>S(=O)(=O)(O)O>[CH3:11][C:3]([NH2:12])([CH3:2])[CH2:4][C:5]1[CH:10]=[CH:9][C:8]([N+:13]([O-:15])=[O:14])=[CH:7][CH:6]=1 |f:0.1|. Procedure: α,α-Dimethylphenethylamine hydrochloride (20 g, 108 mmol) was dissolved in concentrated sulfuric acid (40 mL). The solution was cooled to −10° C. Nitric acid (31 mL, 90%) was added dropwise over a 30 min period while maintaining a reaction temperature below −5° C. The solution was stirred an addition 45 min then poured over ice and allowed to warm to room temperature over night. The product was collected via filtration (13.7 g). Aqueous sodium hydroxide(l N) was added to the filtrate and the tit... Starting materials: S(=O)(=O)(O)O.C1(=CC=C(N)C=C1)C1=CC=C(N)C=C1 (benzidine sulfate), S(O)(O)(=O)=O (sulfuric acid). Reaction conditions: temperature 70 celsius. As a reaction SMILES: [S:1]([OH:5])(O)(=O)=[O:2].[C:6]1([C:13]2[CH:19]=[CH:18][C:16]([NH2:17])=[CH:15][CH:14]=2)[CH:12]=[CH:11][C:9]([NH2:10])=[CH:8][CH:7]=1.S(=O)(=O)(O)O>>[NH2:10][C:9]1[CH:8]=[CH:7][C:6]2[C:13]3[CH:19]=[CH:18][C:16]([NH2:17])=[CH:15][C:14]=3[S:1](=[O:5])(=[O:2])[C:12]=2[CH:11]=1 |f:0.1|. The product is NC=1C=CC2=C(S(C3=C2C=CC(=C3)N)(=O)=O)C1 (3,7-diamino dibenzothiophene-5,5-dioxide). Procedure details: In accordance with Scheme IX, benzidine sulfate 37 as described in U.S. Pat. Nos. 2,590,632 and 2,620,343 was added in portions at 10° C. to fuming sulfuric acid and the reaction maintained at 70° C. for 18 hours, cooled and poured into ice. The resulting solid was collected and washed with water and saturated sodium bicarbonate and dried to give 3,7-diamino dibenzothiophene-5,5-dioxide 38, which was further treated with 20% oleum at 25-200° C. for 0.5-3 hours, followed by cooling to room temper... Reactants: CO, CCOc1cc(N)c(Cl)cc1C(=O)NCC1CN(Cc2ccccc2Cl)CCO1, OO. The product is CCOc1cc(N)c(Cl)cc1C(=O)[NH+]([O-])CC1CN(Cc2ccccc2Cl)CCO1. RXN SMILES: [CH3:32][OH:33].[NH2:1][c:2]1[cH:3][c:4]([O:27][CH2:28][CH3:29])[c:5]([C:6](=[O:7])[NH:8][CH2:9][CH:10]2[O:11][CH2:12][CH2:13][N:14]([CH2:16][c:17]3[c:18]([Cl:23])[cH:19][cH:20][cH:21][cH:22]3)[CH2:15]2)[cH:24][c:25]1[Cl:26].[OH:30][OH:31]>>[NH2:1][c:2]1[cH:3][c:4]([O:27][CH2:28][CH3:29])[c:5]([C:6](=[O:7])[NH+:8]([CH2:9][CH:10]2[O:11][CH2:12][CH2:13][N:14]([CH2:16][c:17]3[c:18]([Cl:23])[cH:19][cH:20][cH:21][cH:22]3)[CH2:15]2)[O-:30])[cH:24][c:25]1[Cl:26]. Starting materials: C(CCCCC)C=1C=C(C=CC1)C1=NC(=C(N1C)C(=O)O)I (2-(3-hexyl-phenyl)-5-iodo-3-methyl-3H-imidazol-4-carboxylic acid), C(CCCCC)C=1C=C(C=CC1)C1=NC(=C(N1C)C(=O)O)I (2-(3-hexyl-phenyl)-5-iodo-3-methyl-3H-imidazol-4-carboxylic acid), N1(CCNCCC1)CCO (2-[1,4]diazepan-1-yl-ethanol). Yields the product C(CCCCC)C=1C=C(C=CC1)C1=NC(=C(N1C)C(=O)N1CCN(CCC1)CCO)I ([2-(3-Hexyl-phenyl)-5-iodo-3-methyl-3H-imidazol-4-yl]-[4-(2-hydroxy-ethyl)-[1,4]diazepan-1-yl]-methanone). Reaction SMILES: [CH2:1]([C:7]1[CH:8]=[C:9]([C:13]2[N:17]([CH3:18])[C:16]([C:19]([OH:21])=O)=[C:15]([I:22])[N:14]=2)[CH:10]=[CH:11][CH:12]=1)[CH2:2][CH2:3][CH2:4][CH2:5][CH3:6].[N:23]1([CH2:30][CH2:31][OH:32])[CH2:29][CH2:28][CH2:27][NH:26][CH2:25][CH2:24]1>>[CH2:1]([C:7]1[CH:8]=[C:9]([C:13]2[N:17]([CH3:18])[C:16]([C:19]([N:26]3[CH2:27][CH2:28][CH2:29][N:23]([CH2:30][CH2:31][OH:32])[CH2:24][CH2:25]3)=[O:21])=[C:15]([I:22])[N:14]=2)[CH:10]=[CH:11][CH:12]=1)[CH2:2][CH2:3][CH2:4][CH2:5][CH3:6]. Procedure: In analogy to the procedure described for example 1, 2-(3-hexyl-phenyl)-5-iodo-3-methyl-3H-imidazole-4-carboxylic acid (intermediate 1) and 2-[1,4]diazepan-1-yl-ethanol gave the title compound as light yellow oil. MS: 539.3 (MH+). The reactants are CC1=C(NCCC(=O)O)C=CC=C1 (3-(2-methylanilino)propionic acid), C(=O)=O.CC(=O)C (dry ice acetone), C(=O)(Cl)Cl (phosgene), Cl.CC1=C(NCCC(=O)O)C=CC=C1 (3-(2-methylanilino)propionic acid hydrochloride), C(=O)(Cl)Cl (phosgene). Run in C(Cl)Cl (methylene chloride). Conditions: temperature 40 celsius, time 25 minute. Yields the product ClC(=O)N(C1=C(C=CC=C1)C)CCC(=O)O (N-Chloroformyl-3-(2-methylanilino)propionic acid). Isolated yield 97.9%. RXN SMILES: C(=O)=O.CC(C)=O.[CH3:8][C:9]1[CH:20]=[CH:19][CH:18]=[CH:17][C:10]=1[NH:11][CH2:12][CH2:13][C:14]([OH:16])=[O:15].[C:21](Cl)([Cl:23])=[O:22].Cl.CC1C=CC=CC=1NCCC(O)=O>C(Cl)Cl>[Cl:23][C:21]([N:11]([CH2:12][CH2:13][C:14]([OH:16])=[O:15])[C:10]1[CH:17]=[CH:18][CH:19]=[CH:20][C:9]=1[CH3:8])=[O:22] |f:0.1,4.5|. Procedure details: In a 100 cc round-bottomed flask equipped with magnetic stirring, a thermometer, a dry ice/acetone reflux condenser, a device for introducing gas and a dropping funnel, there is introduced 3-(2-methylanilino)propionic acid (5.29 g; 29.6 mmol) and methylene chloride (30 cc). The mixture maintained under an atmosphere of argon is heated to a temperature in the region of 40° C., and phosgene (5.20 g; 52.6 mmol) is then added with stirring in the course of 25 minutes, while maintaining the temperatu... Reactants: CC(C)(C)c1ncc(C(O)C(C)(C)C)cn1, O=S(Cl)Cl. Product: CC(C)(C)c1ncc(C(Cl)C(C)(C)C)cn1. Reaction SMILES: [CH3:1][C:2]([CH:3]([OH:4])[c:5]1[cH:6][n:7][c:8]([C:11]([CH3:12])([CH3:13])[CH3:14])[n:9][cH:10]1)([CH3:15])[CH3:16].[S:17]([Cl:18])([Cl:19])=[O:20]>>[CH3:1][C:2]([CH:3]([c:5]1[cH:6][n:7][c:8]([C:11]([CH3:12])([CH3:13])[CH3:14])[n:9][cH:10]1)[Cl:19])([CH3:15])[CH3:16]. The reactants are BrC1=CC=C(C=C1)[C@H]1C[C@H](CC1)O ((1S,3R)-3-(4-bromophenyl)cyclopentanol), COCCN(CCOC)S(F)(F)F ((bis(2-methoxyethyl)amino)sulfur tri fluoride), C(=O)(O)[O-].[Na+] (NaHCO3). Run in C(Cl)Cl (CH2Cl2). The product is BrC1=CC=C(C=C1)[C@H]1C[C@@H](CC1)F (1-Bromo-4-((1R,3R)-3-fluorocyclopentyl)benzene). The yield is 75.4%. RXN SMILES: [Br:1][C:2]1[CH:7]=[CH:6][C:5]([C@@H:8]2[CH2:12][CH2:11][C@H:10](O)[CH2:9]2)=[CH:4][CH:3]=1.COCCN(S(F)(F)[F:24])CCOC.C([O-])(O)=O.[Na+]>C(Cl)Cl>[Br:1][C:2]1[CH:7]=[CH:6][C:5]([C@@H:8]2[CH2:12][CH2:11][C@@H:10]([F:24])[CH2:9]2)=[CH:4][CH:3]=1 |f:2.3|. Procedure: To a solution of (1S,3R)-3-(4-bromophenyl)cyclopentanol (503 mg, 2.09 mmol) in 10 mL of CH2Cl2 at −78° C. was added (bis(2-methoxyethyl)amino)sulfur tri fluoride (Deoxo-Fluor, 462 μL, 2.50 mmol). The mixture was allowed to gradually warm up to rt overnight and then poured into sat'd NaHCO3 (20 mL). The aqueous layer was extracted with CH2Cl2 (3×20 mL). The organic layer was dried over MgSO4 and concentrated. Chromatography on a Biotage 40+S cartridge using hexanes as the eluant afforded 383 mg (... Reactants: FC(CCCC(C(=O)OCC)CCCCCC=C)(C(F)(F)F)F (Ethyl 2-(4,4,5,5,5-pentafluoropentyl)-8-nonenoate), ICCCC(C(F)(F)F)(F)F (1-iodo-4,4,5,5,5-pentafluoropentane), C(CC(=O)OCC)(=O)OCC (diethyl malonate), ICCCCCC=C (1-iodo-6-heptene), compound, COC1=CC=C2[C@@H]([C@](CSC2=C1)(C)C1=CC=C(C=C1)OC)CC=C ((3R,4R)-7-methoxy-3-(4-methoxyphenyl)-3-methyl-4-(2-propenyl)thiochroman). Reagents/catalysts: C1CCC(CC1)P(C2CCCCC2)C3CCCCC3.C1CCC(CC1)P(C2CCCCC2)C3CCCCC3.C1=CC=C(C=C1)C=[Ru](Cl)Cl (benzylidene-bis(tricyclohexylphosphine)dichlororuthenium). Solvent: ClCCl (dichloromethane). The product is COC1=CC=C2[C@@H]([C@](CSC2=C1)(C)C1=CC=C(C=C1)OC)CC=CCCCCCC(C(=O)OCC)CCCC(C(F)(F)F)(F)F (ethyl 10-[(3R,4R)-7-methoxy-3-(4-methoxyphenyl)-3-methylthiochroman-4-yl]-2-(4,4,5,5,5-pentafluoropentyl)-8-decenoate). Isolated yield 72.0%. As a reaction SMILES: [F:1][C:2]([F:23])([C:19]([F:22])([F:21])[F:20])[CH2:3][CH2:4][CH2:5][CH:6]([CH2:12][CH2:13][CH2:14][CH2:15][CH2:16][CH:17]=[CH2:18])[C:7]([O:9][CH2:10][CH3:11])=[O:8].ICCCC(F)(F)C(F)(F)F.C(OCC)(=O)CC(OCC)=O.ICCCCCC=C.[CH3:54][O:55][C:56]1[CH:65]=[C:64]2[C:59]([C@H:60]([CH2:75]C=C)[C@@:61]([C:67]3[CH:72]=[CH:71][C:70]([O:73][CH3:74])=[CH:69][CH:68]=3)([CH3:66])[CH2:62][S:63]2)=[CH:58][CH:57]=1>ClCCl.C1CCC(P(C2CCCCC2)C2CCCCC2)CC1.C1CCC(P(C2CCCCC2)C2CCCCC2)CC1.C1C=CC(C=[Ru](Cl)Cl)=CC=1>[CH3:54][O:55][C:56]1[CH:65]=[C:64]2[C:59]([C@H:60]([CH2:75][CH:18]=[CH:17][CH2:16][CH2:15][CH2:14][CH2:13][CH2:12][CH:6]([CH2:5][CH2:4][CH2:3][C:2]([F:23])([F:1])[C:19]([F:20])([F:21])[F:22])[C:7]([O:9][CH2:10][CH3:11])=[O:8])[C@@:61]([C:67]3[CH:68]=[CH:69][C:70]([O:73][CH3:74])=[CH:71][CH:72]=3)([CH3:66])[CH2:62][S:63]2)=[CH:58][CH:57]=1 |f:6.7.8|. Reported procedure: Ethyl 2-(4,4,5,5,5-pentafluoropentyl)-8-nonenoate was separately prepared from 1-iodo-4,4,5,5,5-pentafluoropentane, diethyl malonate and 1-iodo-6-heptene. A solution of this compound (4.55 g, 13.21 mmol), (3R,4R)-7-methoxy-3-(4-methoxyphenyl)-3-methyl-4-(2-propenyl)thiochroman (2.5 g, 7.342 mmol) and benzylidene-bis(tricyclohexylphosphine)dichlororuthenium (302 mg, 0.367 mmol) in dichloromethane (60 ml) was heated under reflux for 6 hours. After the reaction was completed, the solvent was distil... Starting materials: CCN, CSc1ncnc2nc(-c3ccncc3)[nH]c12, O. Yields the product CCNc1ncnc2nc(-c3ccncc3)[nH]c12. RXN SMILES: [CH3:18][CH2:19][NH2:20].[CH3:1][S:2][c:3]1[c:4]2[nH:5][c:6](-[c:12]3[cH:13][cH:14][n:15][cH:16][cH:17]3)[n:7][c:8]2[n:9][cH:10][n:11]1.[OH2:21]>>[c:3]1([NH:20][CH2:19][CH3:18])[c:4]2[nH:5][c:6](-[c:12]3[cH:13][cH:14][n:15][cH:16][cH:17]3)[n:7][c:8]2[n:9][cH:10][n:11]1. Reactants: C1CCOC1, Cc1cc([N+](=O)[O-])c(OC(C)C)cc1-c1ccncc1, CI. Product: Cc1cc([N+](=O)[O-])c(OC(C)C)cc1-c1cc[n+](C)cc1, [I-]. As a reaction SMILES: [CH2:23]1[O:24][CH2:25][CH2:26][CH2:27]1.[CH:1]([CH3:2])([CH3:3])[O:4][c:5]1[c:6]([N+:18](=[O:19])[O-:20])[cH:7][c:8]([CH3:17])[c:9](-[c:11]2[cH:12][cH:13][n:14][cH:15][cH:16]2)[cH:10]1.[I:21][CH3:22]>>[CH:1]([CH3:2])([CH3:3])[O:4][c:5]1[c:6]([N+:18](=[O:19])[O-:20])[cH:7][c:8]([CH3:17])[c:9](-[c:11]2[cH:12][cH:13][n+:14]([CH3:22])[cH:15][cH:16]2)[cH:10]1.[I-:21].